Dataset: the Open Reaction Database (ORD), a public repository of structured organic reaction records. Task: describe an organic reaction: reactants, conditions, products, and yield Reactants: BrC(Br)(Br)Br, CCCCC, ClCCl, OCCCc1cc(C(F)(F)F)cc(C(F)(F)F)c1, [Na+], O=C([O-])O, c1ccc(P(c2ccccc2)c2ccccc2)cc1. The product is FC(F)(F)c1cc(CCCBr)cc(C(F)(F)F)c1. Reaction SMILES: [Br:19][C:20]([Br:21])([Br:22])[Br:23].[CH3:46][CH2:47][CH2:48][CH2:49][CH3:50].[Cl:43][CH2:44][Cl:45].[F:1][C:2]([c:3]1[cH:4][c:5]([CH2:13][CH2:14][CH2:15][OH:16])[cH:6][c:7]([C:9]([F:10])([F:11])[F:12])[cH:8]1)([F:17])[F:18].[Na+:55].[O-:51][C:52]([OH:53])=[O:54].[c:24]1([P:25]([c:26]2[cH:27][cH:28][cH:29][cH:30][cH:31]2)[c:32]2[cH:33][cH:34][cH:35][cH:36][cH:37]2)[cH:38][cH:39][cH:40][cH:41][cH:42]1>>[F:1][C:2]([c:3]1[cH:4][c:5]([CH2:13][CH2:14][CH2:15][Br:19])[cH:6][c:7]([C:9]([F:10])([F:11])[F:12])[cH:8]1)([F:17])[F:18]. Starting materials: ClC1=CC(=NC=C1C1CC1)C#N (4-chloro-5-cyclopropyl-pyridine-2-carbonitrile), FCCO (2-Fluoro-ethanol), [H-].[Na+] (sodium hydride). Yields the product C1(CC1)C=1C(=CC(=NC1)C#N)OCCF (5-cyclopropyl-4-(2-fluoroethoxy)pyridine-2-carbonitrile). Reaction SMILES: Cl[C:2]1[C:7]([CH:8]2[CH2:10][CH2:9]2)=[CH:6][N:5]=[C:4]([C:11]#[N:12])[CH:3]=1.[F:13][CH2:14][CH2:15][OH:16].[H-].[Na+]>>[CH:8]1([C:7]2[C:2]([O:16][CH2:15][CH2:14][F:13])=[CH:3][C:4]([C:11]#[N:12])=[N:5][CH:6]=2)[CH2:10][CH2:9]1 |f:2.3|. Procedure details: The title compound was synthesized in analogy to Example 123c, using 4-chloro-5-cyclopropyl-pyridine-2-carbonitrile (example 145b), 2-Fluoro-ethanol (CAN 371-62-0) as starting materials and sodium hydride as reagent. The title compound was isolated (267 mg, 68%) as a yellow solid; MS (ESI, m/z): 207.1 (M+H+). Reactants: CC(C)NC1(C(N)=O)CCN(Cc2ccccc2)CC1, CO, O=CO. Yields the product CC(C)NC1(C(N)=O)CCNCC1. Reaction SMILES: [CH2:1]([c:2]1[cH:3][cH:4][cH:5][cH:6][cH:7]1)[N:8]1[CH2:9][CH2:10][C:11]([C:14](=[O:15])[NH2:16])([NH:17][CH:18]([CH3:19])[CH3:20])[CH2:12][CH2:13]1.[CH3:24][OH:25].[CH:21]([OH:22])=[O:23]>>[NH:8]1[CH2:9][CH2:10][C:11]([C:14](=[O:15])[NH2:16])([NH:17][CH:18]([CH3:19])[CH3:20])[CH2:12][CH2:13]1.